This data is from the Open Reaction Database (ORD), a public repository of structured organic reaction records. The task is: describe an organic reaction: reactants, conditions, products, and yield Reactants: ClC=1C=C(C=CC1Cl)[C@@H]1CN(CC[C@H]1N(C(=O)C1=CC=CC=C1)C)C(=O)OC(C)(C)C (tert-butyl (3R*,4R*)-3-(3,4-dichlorophenyl)-4-[methyl(phenylcarbonyl)amino]piperidine-1-carboxylate), Cl.C(C)(=O)OCC (hydrogen chloride ethyl acetate). Solvent: C(C)(=O)OCC (ethyl acetate). Conditions: time 24 hour. The product is ClC=1C=C(C=CC1Cl)[C@@H]1CNCC[C@H]1N(C(C1=CC=CC=C1)=O)C (N-[(3R*,4R*)-3-(3,4-dichlorophenyl)piperidin-4-yl]-N-methylbenzamide). Isolated yield 75.7%. RXN SMILES: [Cl:1][C:2]1[CH:3]=[C:4]([C@H:9]2[C@H:14]([N:15]([CH3:24])[C:16]([C:18]3[CH:23]=[CH:22][CH:21]=[CH:20][CH:19]=3)=[O:17])[CH2:13][CH2:12][N:11](C(OC(C)(C)C)=O)[CH2:10]2)[CH:5]=[CH:6][C:7]=1[Cl:8].Cl.C(OCC)(=O)C>C(OCC)(=O)C>[Cl:1][C:2]1[CH:3]=[C:4]([C@H:9]2[C@H:14]([N:15]([CH3:24])[C:16](=[O:17])[C:18]3[CH:23]=[CH:22][CH:21]=[CH:20][CH:19]=3)[CH2:13][CH2:12][NH:11][CH2:10]2)[CH:5]=[CH:6][C:7]=1[Cl:8] |f:1.2|. Procedure details: To a solution of the compound (0.455 g) obtained in Example 13 in ethyl acetate (3 mL) was added 4N hydrogen chloride/ethyl acetate solution (3 mL), and the mixture was stirred at room temperature for 24 hr with heating. The reaction mixture was concentrated under reduced pressure, ethyl acetate was added to the residue, and the mixture was made basic with 2N aqueous sodium hydroxide solution. The organic layer was separated, washed with water, and the solvent was evaporated under reduced pressu... Reactants: CCO, COC(=O)Cc1cccn1C, NN, O. Product: Cn1cccc1CC(=O)O. Reaction SMILES: [CH3:15][CH2:16][OH:17].[CH3:4][n:5]1[c:6]([CH2:10][C:11](=[O:12])[O:13][CH3:14])[cH:7][cH:8][cH:9]1.[NH2:2][NH2:3].[OH2:1]>>[CH3:4][n:5]1[c:6]([CH2:10][C:11](=[O:12])[OH:13])[cH:7][cH:8][cH:9]1. Reactants: COCc1nn(C2CCN(C(=O)OC(C)(C)C)CC2)cc1Br, COc1cccc(OC)c1-c1ccccc1P(C1CCCCC1)C1CCCCC1, [K+], [K+], [K+], C1COCCO1, O, O=P([O-])([O-])[O-], CC(C)(C)OC(=O)N(C(=O)OC(C)(C)C)c1ncc(B2OC(C)(C)C(C)(C)O2)cc1-c1nc2ccccc2o1. The product is COCc1nn(C2CCN(C(=O)OC(C)(C)C)CC2)cc1-c1cnc(N(C(=O)OC(C)(C)C)C(=O)OC(C)(C)C)c(-c2nc3ccccc3o2)c1. Reaction SMILES: [Br:40][c:41]1[c:42]([CH2:59][O:60][CH3:61])[n:43][n:44]([CH:46]2[CH2:47][CH2:48][N:49]([C:52](=[O:53])[O:54][C:55]([CH3:56])([CH3:57])[CH3:58])[CH2:50][CH2:51]2)[cH:45]1.[CH:62]1([P:63]([CH:64]2[CH2:65][CH2:66][CH2:67][CH2:68][CH2:69]2)[c:70]2[cH:71][cH:72][cH:73][cH:74][c:75]2-[c:76]2[c:77]([O:78][CH3:79])[cH:80][cH:81][cH:82][c:83]2[O:84][CH3:85])[CH2:86][CH2:87][CH2:88][CH2:89][CH2:90]1.[K+:96].[K+:97].[K+:98].[O:99]1[CH2:100][CH2:101][O:102][CH2:103][CH2:104]1.[OH2:105].[P:91]([O-:92])([O-:93])([O-:94])=[O:95].[o:1]1[c:2](-[c:10]2[c:11]([N:25]([C:26]([O:27][C:28]([CH3:29])([CH3:30])[CH3:31])=[O:32])[C:33](=[O:34])[O:35][C:36]([CH3:37])([CH3:38])[CH3:39])[n:12][cH:13][c:14]([B:16]3[O:17][C:18]([CH3:19])([CH3:20])[C:21]([CH3:22])([CH3:23])[O:24]3)[cH:15]2)[n:3][c:4]2[c:5]1[cH:6][cH:7][cH:8][cH:9]2>>[o:1]1[c:2](-[c:10]2[c:11]([N:25]([C:26]([O:27][C:28]([CH3:29])([CH3:30])[CH3:31])=[O:32])[C:33](=[O:34])[O:35][C:36]([CH3:37])([CH3:38])[CH3:39])[n:12][cH:13][c:14](-[c:41]3[c:42]([CH2:59][O:60][CH3:61])[n:43][n:44]([CH:46]4[CH2:47][CH2:48][N:49]([C:52](=[O:53])[O:54][C:55]([CH3:56])([CH3:57])[CH3:58])[CH2:50][CH2:51]4)[cH:45]3)[cH:15]2)[n:3][c:4]2[c:5]1[cH:6][cH:7][cH:8][cH:9]2. Starting materials: O=C(Br)CBr, CCN(C(C)C)C(C)C, COc1ccc(NC(C)C)cn1, ClCCl, O. Yields the product COc1ccc(N(C(=O)CBr)C(C)C)cn1. RXN SMILES: [Br:22][CH2:23][C:24](=[O:25])[Br:26].[CH:13]([N:14]([CH:15]([CH3:16])[CH3:17])[CH2:18][CH3:19])([CH3:20])[CH3:21].[CH:1]([CH3:2])([CH3:3])[NH:4][c:5]1[cH:6][n:7][c:8]([O:11][CH3:12])[cH:9][cH:10]1.[Cl:27][CH2:28][Cl:29].[OH2:30]>>[CH:1]([CH3:2])([CH3:3])[N:4]([c:5]1[cH:6][n:7][c:8]([O:11][CH3:12])[cH:9][cH:10]1)[C:24]([CH2:23][Br:22])=[O:25]. The reactants are ice water, OC(CCC(C)C)C1=C(C2=C(C=CC(=C2C(=C1)OC)OC)OC)OC (2-(1-hydroxy-4-methylpentyl)-1,4,5,8-tetramethoxynaphthalene), [H-].[Na+] (sodium hydride), ICC (iodo-ethane). Solvent: O1CCCC1 (tetrahydrofuran). Product: C(C)OC(CCC(C)C)C1=C(C2=C(C=CC(=C2C(=C1)OC)OC)OC)OC (2-(1-ethoxy-4-methylpentyl)-1,4,5,8-tetramethoxynaphthalene). Isolated yield 84.9%. As a reaction SMILES: [OH:1][CH:2]([C:8]1[CH:17]=[C:16]([O:18][CH3:19])[C:15]2[C:10](=[C:11]([O:22][CH3:23])[CH:12]=[CH:13][C:14]=2[O:20][CH3:21])[C:9]=1[O:24][CH3:25])[CH2:3][CH2:4][CH:5]([CH3:7])[CH3:6].[H-].[Na+].I[CH2:29][CH3:30]>O1CCCC1>[CH2:29]([O:1][CH:2]([C:8]1[CH:17]=[C:16]([O:18][CH3:19])[C:15]2[C:10](=[C:11]([O:22][CH3:23])[CH:12]=[CH:13][C:14]=2[O:20][CH3:21])[C:9]=1[O:24][CH3:25])[CH2:3][CH2:4][CH:5]([CH3:7])[CH3:6])[CH3:30] |f:1.2|. Procedure: 850 mg (2.44 mmole) of 2-(1-hydroxy-4-methylpentyl)-1,4,5,8-tetramethoxynaphthalene and 510 mg (12.2 mmole) of sodium hydride (55% dispersion in oil) were dissolved in 10 ml of dry tetrahydrofuran and 1.9 g (12.2 mmole) of iodo-ethane was added thereto under nitrogen gas and then the mixture was refluxed for 3 hours. After adding 20 ml of ice water, the reaction mixture was extracted twice with dichloromethane, dried over anhydrous magnesium sulfate and filtered through a filter paper. The filtr...